Dataset: the Open Reaction Database (ORD), a public repository of structured organic reaction records. Task: describe an organic reaction: reactants, conditions, products, and yield Starting materials: FCC(C(C(OC1=CC=C(C=C1)Cl)Br)=O)(C)CF (3,3-bisfluoromethyl-1-bromo-1-(4-chlorophenoxy)-butan-2-one), N1N=NC=C1 (triazole), C(C)#N (acetonitrile). Run at temperature 50 celsius. Product: FCC(C(C(N1N=CN=C1)OC1=CC=C(C=C1)Cl)=O)(C)CF (3,3-bisfluoromethyl-1-(4-chlorophenoxy)-1-(1,2,4-triazol-1-yl)-butan-2-one). Yield: 71.0%. Reaction SMILES: [F:1][CH2:2][C:3]([CH2:17][F:18])([CH3:16])[C:4](=[O:15])[CH:5](Br)[O:6][C:7]1[CH:12]=[CH:11][C:10]([Cl:13])=[CH:9][CH:8]=1.N1C=[CH:22][N:21]=[N:20]1.[C:24](#[N:26])C>>[F:1][CH2:2][C:3]([CH2:17][F:18])([CH3:16])[C:4](=[O:15])[CH:5]([O:6][C:7]1[CH:12]=[CH:11][C:10]([Cl:13])=[CH:9][CH:8]=1)[N:21]1[CH:22]=[N:26][CH:24]=[N:20]1. Procedure: 190 g (0.557 mol) of 3,3-bisfluoromethyl-1-bromo-1-(4-chlorophenoxy)-butan-2-one and 90 g (1.3 mols) of triazole were introduced into 800 ml of acetonitrile, the mixture was heated at 50° C. for 5 hours, the solvent was distilled off under a waterpump vacuum, the residue was taken up in one liter of methylene chloride and washed twice with 1,000 ml of water each time, the organic phase was dried over sodium sulphate and the solvent was distilled off. The residue was taken up in 500 ml of diisopr... Starting materials: COc1ccc(CO)cc1, CCOC(C)=O, [Cl-], Nc1ncc(-c2ccc(Cl)nc2)c(-c2ccco2)n1, [NH4+], [Na]. The product is Nc1ncc(-c2ccc(=O)[nH]c2)c(-c2ccco2)n1. RXN SMILES: [CH3:21][O:22][c:23]1[cH:24][cH:25][c:26]([CH2:27][OH:28])[cH:29][cH:30]1.[CH3:33][CH2:34][O:35][C:36](=[O:37])[CH3:38].[Cl-:31].[Cl:2][c:3]1[cH:4][cH:5][c:6](-[c:9]2[c:10](-[c:16]3[o:17][cH:18][cH:19][cH:20]3)[n:11][c:12]([NH2:15])[n:13][cH:14]2)[cH:7][n:8]1.[NH4+:32].[Na:1]>>[c:3]1(=[O:22])[cH:4][cH:5][c:6](-[c:9]2[c:10](-[c:16]3[o:17][cH:18][cH:19][cH:20]3)[n:11][c:12]([NH2:15])[n:13][cH:14]2)[cH:7][nH:8]1. The reactants are O=C(Cl)OCc1ccc([N+](=O)[O-])cc1, CCCC(=O)Nc1cc(C=CC(=O)N2CC(CCl)c3ccc(N)cc32)n(C)c1, O, c1ccncc1. Product: CCCC(=O)Nc1cc(C=CC(=O)N2CC(CCl)c3ccc(NC(=O)OCc4ccc([N+](=O)[O-])cc4)cc32)n(C)c1. As a reaction SMILES: [Cl:1][C:2](=[O:3])[O:4][CH2:5][c:6]1[cH:7][cH:8][c:9]([N+:12](=[O:13])[O-:14])[cH:10][cH:11]1.[NH2:15][c:16]1[cH:17][cH:18][c:19]2[c:23]([cH:24]1)[N:22]([C:25]([CH:26]=[CH:27][c:28]1[n:29]([CH3:39])[cH:30][c:31]([NH:33][C:34]([CH2:35][CH2:36][CH3:37])=[O:38])[cH:32]1)=[O:40])[CH2:21][CH:20]2[CH2:41][Cl:42].[OH2:43].[cH:44]1[cH:45][cH:46][n:47][cH:48][cH:49]1>>[C:2](=[O:3])([O:4][CH2:5][c:6]1[cH:7][cH:8][c:9]([N+:12](=[O:13])[O-:14])[cH:10][cH:11]1)[NH:15][c:16]1[cH:17][cH:18][c:19]2[c:23]([cH:24]1)[N:22]([C:25]([CH:26]=[CH:27][c:28]1[n:29]([CH3:39])[cH:30][c:31]([NH:33][C:34]([CH2:35][CH2:36][CH3:37])=[O:38])[cH:32]1)=[O:40])[CH2:21][CH:20]2[CH2:41][Cl:42].